The task is: describe an organic reaction: reactants, conditions, products, and yield. This data is from the Open Reaction Database (ORD), a public repository of structured organic reaction records. The reactants are CCOC(=O)C=CN(C)C, CCOC(C)=O, Cc1c(F)c(F)c([N+](=O)[O-])c(C(=O)Cl)c1F, c1ccncc1. Reaction SMILES: [CH3:1][N:2]([CH:3]=[CH:4][C:5](=[O:6])[O:7][CH2:8][CH3:9])[CH3:10].[CH3:33][CH2:34][O:35][C:36](=[O:37])[CH3:38].[F:17][c:18]1[c:19]([C:20](=[O:21])[Cl:22])[c:23]([N+:30](=[O:31])[O-:32])[c:24]([F:29])[c:25]([F:28])[c:26]1[CH3:27].[cH:11]1[cH:12][cH:13][n:14][cH:15][cH:16]1>>[CH3:1][N:2]([CH:3]=[C:4]([C:5](=[O:6])[O:7][CH2:8][CH3:9])[C:20]([c:19]1[c:18]([F:17])[c:26]([CH3:27])[c:25]([F:28])[c:24]([F:29])[c:23]1[N+:30](=[O:31])[O-:32])=[O:21])[CH3:10]. Product: CCOC(=O)C(=CN(C)C)C(=O)c1c(F)c(C)c(F)c(F)c1[N+](=O)[O-].